From a dataset of the Open Reaction Database (ORD), a public repository of structured organic reaction records. describe an organic reaction: reactants, conditions, products, and yield The reactants are CCO, CC(C)c1cccc(Nc2c(C#N)cnc3ccc([N+](=O)[O-])cc23)c1, NN. Yields the product CC(C)c1cccc(Nc2c(C#N)cnc3ccc(N)cc23)c1. Reaction SMILES: [CH3:28][CH2:29][OH:30].[CH:1]([CH3:2])([CH3:3])[c:4]1[cH:5][c:6]([NH:10][c:11]2[c:12]([C:24]#[N:25])[cH:13][n:14][c:15]3[cH:16][cH:17][c:18]([N+:21]([O-:22])=[O:23])[cH:19][c:20]23)[cH:7][cH:8][cH:9]1.[NH2:26][NH2:27]>>[CH:1]([CH3:2])([CH3:3])[c:4]1[cH:5][c:6]([NH:10][c:11]2[c:12]([C:24]#[N:25])[cH:13][n:14][c:15]3[cH:16][cH:17][c:18]([NH2:21])[cH:19][c:20]23)[cH:7][cH:8][cH:9]1. Reactants: 9.25, ClC1=CC=C(C=C1)S(=O)(=O)Cl (4-chlorophenylsulfonyl chloride), 8.99, CN1C(CCC1)CCN (2-(1-methyl-pyrrolidin-2-yl)-ethylamine), Cl (hydrogen chloride). The solvent is O1CCOCC1 (1,4-dioxan). The product is CN1C(CCC1)CCNS(=O)(=O)C1=CC=C(C=C1)Cl (N-(2-(1-Methyl-pyrrolidin-2-yl)-ethyl)-4-chlorophenylsulfonamide), hydrochloride salt. As a reaction SMILES: [Cl:1][C:2]1[CH:7]=[CH:6][C:5]([S:8](Cl)(=[O:10])=[O:9])=[CH:4][CH:3]=1.[CH3:12][N:13]1[CH2:17][CH2:16][CH2:15][CH:14]1[CH2:18][CH2:19][NH2:20].Cl>O1CCOCC1>[CH3:12][N:13]1[CH2:17][CH2:16][CH2:15][CH:14]1[CH2:18][CH2:19][NH:20][S:8]([C:5]1[CH:6]=[CH:7][C:2]([Cl:1])=[CH:3][CH:4]=1)(=[O:10])=[O:9]. Procedure: The title compound was prepared as in Example 81 with 4-chlorophenylsulfonyl chloride replacing 2-naphthalenesulfonyl chloride and with 2-(1-methyl-pyrrolidin-2-yl)-ethylamine replacing 2-pyrrolidin-1-yl-ethylamine. The hydrochloride salt was prepared by treatment with hydrogen chloride in 1,4-dioxan. 1H NMR (DMSO-d6) 8-7 (1H, br s), 7.82-7.77 (2H, m), 7.50-7.46 (2H, m), 3.10-3.01 (3H, m), 2.39 (1H, m), 2.28 (3H, s), 2.15-2.12 (1H, m), 1.82-1.42 (6H, m). Microanalysis found C 51.65 H 6.44 N 8.99... The reactants are O=C([O-])[O-], Clc1ncc(Cl)c(Cl)n1, Cl, [K+], [K+], NC1CCCCC1O, C1CCOC1. Yields the product OC1CCCCC1Nc1nc(Cl)ncc1Cl. RXN SMILES: [C:10](=[O:11])([O-:12])[O-:13].[Cl:16][c:17]1[n:18][cH:19][c:20]([Cl:24])[c:21]([Cl:23])[n:22]1.[ClH:1].[K+:14].[K+:15].[NH2:2][CH:3]1[CH:4]([OH:9])[CH2:5][CH2:6][CH2:7][CH2:8]1.[O:25]1[CH2:26][CH2:27][CH2:28][CH2:29]1>>[NH:2]([CH:3]1[CH:4]([OH:9])[CH2:5][CH2:6][CH2:7][CH2:8]1)[c:21]1[c:20]([Cl:24])[cH:19][n:18][c:17]([Cl:16])[n:22]1. The product is C(C(=C)C)(=O)OC.C(C(=C)C)(=O)O.C(=C)C1=C(C=CC=C1)C=C (methyl methacrylate methacrylic acid divinylbenzene). Reactants: C=CC1=CC=C(C=C1)S(=O)(=O)[O-].[Na+] (sodium p-styrenesulfonate), S(=O)(=O)([O-])[O-].[Na+].[Na+] (sodium sulfate), N(=NC(C#N)(CC(C)C)C)C(C#N)(CC(C)C)C (2,2′-azobis (2,4-dimethylvaleronitrile)), C(C(=C)C)(=O)OC (methyl methacrylate). As a reaction SMILES: [CH2:1]=[CH:2][C:3]1[CH:8]=[CH:7][C:6](S([O-])(=O)=O)=[CH:5][CH:4]=1.[Na+].S([O-])([O-])(=O)=O.[Na+].[Na+].N(C(C)(CC(C)C)C#N)=N[C:23](C)(CC(C)C)[C:24]#N.[C:39]([O:44][CH3:45])(=[O:43])[C:40]([CH3:42])=[CH2:41]>O.C(O)(=O)C(C)=C.C(C1C=CC=CC=1C=C)=C>[C:39]([O:44][CH3:45])(=[O:43])[C:40]([CH3:42])=[CH2:41].[C:39]([OH:44])(=[O:43])[C:40]([CH3:42])=[CH2:41].[CH:2]([C:3]1[CH:8]=[CH:7][CH:6]=[CH:5][C:4]=1[CH:23]=[CH2:24])=[CH2:1] |f:0.1,2.3.4,10.11.12|. Procedure details: A water-soluble polymer (300 parts) consisting of methacrylic acid and sodium p-styrenesulfonate (70:30) and 30 parts of sodium sulfate were dissolved in 6595 parts of water and placed in a polymerization vessel equipped with a paddle-shaped stirrer. After that, 15 parts of 2,2′-azobis (2,4-dimethylvaleronitrile) were dissolved in a mixture of 2300 parts of methyl methacrylate, 250 parts of methacrylic acid and 500 parts of divinylbenzene, placed in a polymerization vessel and subjected to a sus... Run in C(C(=C)C)(=O)O (methacrylic acid), O (water), O (water), C(C(=C)C)(=O)O (methacrylic acid), C(=C)C1=C(C=CC=C1)C=C (divinylbenzene). The reactants are FC(C=1C=C(OC2=NC=NC3=C(C=CC=C23)N)C=CC1)(F)F (4-(3-(trifluoromethyl)phenoxy)quinazolin-8-amine), CCN(C(C)C)C(C)C (DIPEA), ClC=1C(=NC(=CC1)CNC(C(C)(C)C)=O)C(=O)O (3-chloro-6-(pivalamidomethyl)picolinic acid), C(C(=O)Cl)(=O)Cl (oxalyl chloride). Reagents/catalysts: CN(C)C=O (DMF). Solvent: C(Cl)Cl (CH2Cl2). Yields the product ClC=1C(=NC(=CC1)CNC(C(C)(C)C)=O)C(=O)NC=1C=CC=C2C(=NC=NC12)OC1=CC(=CC=C1)C(F)(F)F (3-Chloro-6-(pivalamidomethyl)-N-(4-(3-(trifluoromethyl)phenoxy)quinazolin-8-yl)picolinamide). Yield: 52.5%. Reaction SMILES: [F:1][C:2]([F:22])([F:21])[C:3]1[CH:4]=[C:5]([CH:18]=[CH:19][CH:20]=1)[O:6][C:7]1[C:16]2[C:11](=[C:12]([NH2:17])[CH:13]=[CH:14][CH:15]=2)[N:10]=[CH:9][N:8]=1.[Cl:23][C:24]1[C:25]([C:38](O)=[O:39])=[N:26][C:27]([CH2:30][NH:31][C:32](=[O:37])[C:33]([CH3:36])([CH3:35])[CH3:34])=[CH:28][CH:29]=1.C(Cl)(=O)C(Cl)=O.CCN(C(C)C)C(C)C>CN(C=O)C.C(Cl)Cl>[Cl:23][C:24]1[C:25]([C:38]([NH:17][C:12]2[CH:13]=[CH:14][CH:15]=[C:16]3[C:11]=2[N:10]=[CH:9][N:8]=[C:7]3[O:6][C:5]2[CH:18]=[CH:19][CH:20]=[C:3]([C:2]([F:1])([F:21])[F:22])[CH:4]=2)=[O:39])=[N:26][C:27]([CH2:30][NH:31][C:32](=[O:37])[C:33]([CH3:36])([CH3:34])[CH3:35])=[CH:28][CH:29]=1. Procedure details: The title compound was prepared following the procedure described in Example-1 using 4-(3-(trifluoromethyl)phenoxy)quinazolin-8-amine (Intermediate-8, 50 mg, 0.164 mmol), 3-chloro-6-(pivalamidomethyl)picolinic acid (Intermediate-3, 88 mg, 0.326 mmol), oxalyl chloride (59 mg, 0.47 mmol), DMF (1 drop) and DIPEA (63 mg, 0.49 mmol) in CH2Cl2 (2 mL) to afford 48 mg of the title product. 1H NMR (300 MHz, DMSO-d6): δ 11.63 (s, 1H), 9.06 (d, J=7.8 Hz, 1H), 8.86 (s, 1H), 8.33 (br t, 1H), 8.12 (d, J=8.1 H...